From a dataset of the Open Reaction Database (ORD), a public repository of structured organic reaction records. describe an organic reaction: reactants, conditions, products, and yield Reactants: C([O-])([O-])=O.[Cs+].[Cs+] (cesium carbonate), COCCCN (3-methoxy-propylamine), N1=C(C=CC=C1)C(=O)NC12CC3(CC(CC(C1)C3)C2)NC(=O)C2=NC(=CC=C2)Cl (6-chloro-pyridine-2-carboxylic acid {3-[(pyridine-2-carbonyl)-amino]-adamantan-1-yl}-amide), N1=C(C=CC=C1)C(=O)NC12CC3(CC(CC(C1)C3)C2)NC(=O)C2=NC(=CC=C2)Cl (6-chloro-pyridine-2-carboxylic acid {3-[(pyridine-2-carbonyl)-amino]-adamantan-1-yl}-amide). Reagents/catalysts: [Cu]=O (copper (II) oxide). The solvent is CC(=O)N(C)C (DMA). Conditions: temperature 230 celsius. The product is C8, N1=C(C=CC=C1)C(=O)NC12CC3(CC(CC(C1)C3)C2)NC(=O)C2=NC(=CC=C2)NCCCOC (6-(3-Methoxy-propylamino)-pyridine-2-carboxylic acid {3-[(pyridine-2-carbonyl)-amino]-adamantan-1-yl}-amide). RXN SMILES: [N:1]1[CH:6]=[CH:5][CH:4]=[CH:3][C:2]=1[C:7]([NH:9][C:10]12[CH2:19][CH:14]3[CH2:15][CH:16]([CH2:18][C:12]([NH:20][C:21]([C:23]4[CH:28]=[CH:27][CH:26]=[C:25](Cl)[N:24]=4)=[O:22])([CH2:13]3)[CH2:11]1)[CH2:17]2)=[O:8].[CH3:30][O:31][CH2:32][CH2:33][CH2:34][NH2:35].C(=O)([O-])[O-].[Cs+].[Cs+]>[Cu]=O.CC(N(C)C)=O>[N:1]1[CH:6]=[CH:5][CH:4]=[CH:3][C:2]=1[C:7]([NH:9][C:10]12[CH2:19][CH:14]3[CH2:15][CH:16]([CH2:18][C:12]([NH:20][C:21]([C:23]4[CH:28]=[CH:27][CH:26]=[C:25]([NH:35][CH2:34][CH2:33][CH2:32][O:31][CH3:30])[N:24]=4)=[O:22])([CH2:13]3)[CH2:11]1)[CH2:17]2)=[O:8] |f:2.3.4|. Procedure: To a microwave vial was added a stir bar, 6-chloro-pyridine-2-carboxylic acid {3-[(pyridine-2-carbonyl)-amino]-adamantan-1-yl}-amide (Intermediate 4, 20 mg, 0.05 mmol), copper (II) oxide (20 mg, 0.2 mmole), DMA (1 mL), 3-methoxy-propylamine (0.05 mL) and cesium carbonate (120 mg, 0.3 mmol). The mixture was heated at 230° C. under microwave irradiation for 30 min. Solvent was removed in Genevac. The residue was dissolved in DCM (2 mL), washed with aq. 1 N NaOH (2 mL), and water (2×2 mL). After re... The reactants are Cc1nc[nH]c1CN, Nc1nc2c(C(=O)O)cc(Cl)cc2o1. Yields the product Cc1nc[nH]c1CNC(=O)c1cc(Cl)cc2oc(N)nc12. Reaction SMILES: [CH3:15][c:16]1[n:17][cH:18][nH:19][c:20]1[CH2:21][NH2:22].[NH2:1][c:2]1[o:3][c:4]2[c:5]([n:6]1)[c:7]([C:12](=[O:13])[OH:14])[cH:8][c:9]([Cl:11])[cH:10]2>>[NH2:1][c:2]1[o:3][c:4]2[c:5]([n:6]1)[c:7]([C:12](=[O:14])[NH:22][CH2:21][c:20]1[c:16]([CH3:15])[n:17][cH:18][nH:19]1)[cH:8][c:9]([Cl:11])[cH:10]2. Starting materials: BC(=O)NCC, CCCCC, CN(C)C, ClCCl. Product: BC(=O)NCC, CNC. As a reaction SMILES: [CH2:1]([CH3:2])[NH:3][C:4](=[O:5])[BH2:6].[CH3:11][CH2:12][CH2:13][CH2:14][CH3:15].[CH3:7][N:8]([CH3:9])[CH3:10].[Cl:16][CH2:17][Cl:18]>>[CH2:1]([CH3:2])[NH:3][C:4](=[O:5])[BH2:6].[CH3:7][NH:8][CH3:9]. The reactants are CC1(C)CC(=O)c2c(nc(C3CCCC3)c(C(=O)c3ccc(C(F)(F)F)cc3)c2-c2ccc(F)cc2)C1, C1CCOC1. The product is CC1(C)Cc2nc(C3CCCC3)c(C(=O)c3ccc(C(F)(F)F)cc3)c(-c3ccc(F)cc3)c2C(O)C1. Reaction SMILES: [CH:1]1([c:6]2[n:7][c:8]3[c:13]([c:14](-[c:28]4[cH:29][cH:30][c:31]([F:34])[cH:32][cH:33]4)[c:15]2[C:16]([c:17]2[cH:18][cH:19][c:20]([C:23]([F:24])([F:25])[F:26])[cH:21][cH:22]2)=[O:27])[C:12](=[O:35])[CH2:11][C:10]([CH3:36])([CH3:37])[CH2:9]3)[CH2:2][CH2:3][CH2:4][CH2:5]1.[O:38]1[CH2:39][CH2:40][CH2:41][CH2:42]1>>[CH:1]1([c:6]2[n:7][c:8]3[c:13]([c:14](-[c:28]4[cH:29][cH:30][c:31]([F:34])[cH:32][cH:33]4)[c:15]2[C:16]([c:17]2[cH:18][cH:19][c:20]([C:23]([F:24])([F:25])[F:26])[cH:21][cH:22]2)=[O:27])[CH:12]([OH:35])[CH2:11][C:10]([CH3:36])([CH3:37])[CH2:9]3)[CH2:2][CH2:3][CH2:4][CH2:5]1. Starting materials: CN1C(NN=C1C1=CC2=CC=CC=C2C=C1)=S (2,4-dihydro-4-methyl-5-(2-naphthyl)-3H-1,2,4-triazole-3-thione), C(=O)([O-])[O-].[K+].[K+] (K2CO3), CI (methyl iodide). Run in CC(=O)C (acetone). The product is CN1C(=NN=C1SC)C1=CC2=CC=CC=C2C=C1 (4-Methyl-5-methylthio-3-(2-naphthyl)-4H-1,2,4-triazole). RXN SMILES: [CH3:1][N:2]1[C:6]([C:7]2[CH:16]=[CH:15][C:14]3[C:9](=[CH:10][CH:11]=[CH:12][CH:13]=3)[CH:8]=2)=[N:5][NH:4][C:3]1=[S:17].[C:18]([O-])([O-])=O.[K+].[K+].CI>CC(C)=O>[CH3:1][N:2]1[C:3]([S:17][CH3:18])=[N:4][N:5]=[C:6]1[C:7]1[CH:16]=[CH:15][C:14]2[C:9](=[CH:10][CH:11]=[CH:12][CH:13]=2)[CH:8]=1 |f:1.2.3|. Procedure details: A mixture of 2,4-dihydro-4-methyl-5-(2-naphthyl)-3H-1,2,4-triazole-3-thione (5.26 g, 2.18×10-2 mole), K2CO3 (3.01 g, 2.18×10-2 mole), methyl iodide (1.5 ml, 2.4×10-2 mole), and acetone (65 ml) was stirred and warmed to reflux. After refluxing overnight, the solvent was evaporated at reduced pressure and the concentrate was treated with water. The aqueous mixture was extracted with EtOAc three times. The EtOAc extracts were combined, washed with saturated aqueous NaCl, and dried over anhydrous Na... The reactants are COc1c(C#N)cc(C(=O)N2CS(=O)c3ccccc32)cc1C(F)(F)F, CN(C)C=O, [Cl-], Cl, [Li+]. Product: N#Cc1cc(C(=O)N2CS(=O)c3ccccc32)cc(C(F)(F)F)c1O. Reaction SMILES: [C:1](#[N:2])[c:3]1[cH:4][c:5]([C:6](=[O:7])[N:8]2[CH2:9][S:10](=[O:17])[c:11]3[c:12]2[cH:13][cH:14][cH:15][cH:16]3)[cH:18][c:19]([C:23]([F:24])([F:25])[F:26])[c:20]1[O:21][CH3:22].[CH3:30][N:31]([CH3:32])[CH:33]=[O:34].[Cl-:28].[ClH:29].[Li+:27]>>[C:1](#[N:2])[c:3]1[cH:4][c:5]([C:6](=[O:7])[N:8]2[CH2:9][S:10](=[O:17])[c:11]3[c:12]2[cH:13][cH:14][cH:15][cH:16]3)[cH:18][c:19]([C:23]([F:24])([F:25])[F:26])[c:20]1[OH:21]. Starting materials: Clc1ccc(CBr)cc1, Cl, C1=C(c2nc3ccccc3s2)CCNC1. Yields the product Clc1ccc(CN2CC=C(c3nc4ccccc4s3)CC2)cc1. As a reaction SMILES: [Cl:17][c:18]1[cH:19][cH:20][c:21]([CH2:22][Br:23])[cH:24][cH:25]1.[ClH:1].[s:2]1[c:3]([C:11]2=[CH:16][CH2:15][NH:14][CH2:13][CH2:12]2)[n:4][c:5]2[c:6]1[cH:7][cH:8][cH:9][cH:10]2>>[s:2]1[c:3]([C:11]2=[CH:16][CH2:15][N:14]([CH2:22][c:21]3[cH:20][cH:19][c:18]([Cl:17])[cH:25][cH:24]3)[CH2:13][CH2:12]2)[n:4][c:5]2[c:6]1[cH:7][cH:8][cH:9][cH:10]2. Reactants: ClC1=CC=C(C=N1)C1=C(N=C2N1N=CC=C2N2CCOCC2)\C=C\C2=NC1=CC=CC=C1C=C2 ((E)-4-(3-(6-Chloropyridin-3-yl)-2-(2-(quinolin-2-yl)vinyl)imidazo[1,2-b]pyridazin-8-yl)morpholine), N=1N=C(NC1)S (4H-1,2,4-triazole-3-thiol), CC(C)([O-])C.[K+] (potassium tert-butoxide), O (water). Run in CC(=O)N(C)C (DMA). Conditions: temperature 140 celsius, time 3 hour. Yields the product N=1N=C(NC1)SC1=CC=C(C=N1)C1=C(N=C2N1N=CC=C2N2CCOCC2)/C=C/C2=NC1=CC=CC=C1C=C2 ((E)-2-(2-(3-(6-(4H-1,2,4-Triazol-3-ylthio)pyridin-3-yl)-8-morpholinoimidazo[1,2-b]pyridazin-2-yl)vinyl)quinoline). Reaction SMILES: Cl[C:2]1[N:7]=[CH:6][C:5]([C:8]2[N:12]3[N:13]=[CH:14][CH:15]=[C:16]([N:17]4[CH2:22][CH2:21][O:20][CH2:19][CH2:18]4)[C:11]3=[N:10][C:9]=2/[CH:23]=[CH:24]/[C:25]2[CH:34]=[CH:33][C:32]3[C:27](=[CH:28][CH:29]=[CH:30][CH:31]=3)[N:26]=2)=[CH:4][CH:3]=1.[N:35]1[N:36]=[C:37]([SH:40])[NH:38][CH:39]=1.CC(C)([O-])C.[K+].O>CC(N(C)C)=O>[N:35]1[N:36]=[C:37]([S:40][C:2]2[N:7]=[CH:6][C:5]([C:8]3[N:12]4[N:13]=[CH:14][CH:15]=[C:16]([N:17]5[CH2:22][CH2:21][O:20][CH2:19][CH2:18]5)[C:11]4=[N:10][C:9]=3/[CH:23]=[CH:24]/[C:25]3[CH:34]=[CH:33][C:32]4[C:27](=[CH:28][CH:29]=[CH:30][CH:31]=4)[N:26]=3)=[CH:4][CH:3]=2)[NH:38][CH:39]=1 |f:2.3|. Procedure details: A solution of compound 49a (0.50 g, 1.1 mmol) in DMA (3 mL) was treated with 4H-1,2,4-triazole-3-thiol (0.16 g, 1.6 mmol) and potassium tert-butoxide (0.24 g, 2.1 mmol). The resulting mixture was stirred at 140° C. for 3 h, allowed to cool to rt and treated with water (10 mL). The solids obtained were collected by filtration and purified by RP Prep-HPLC. The title compound 22 was obtained as a yellow solid. 1H-NMR (300 MHz, DMSO-d6) δ (ppm): 14.65 (s, 1H), 8.86 (s, 1H), 8.74 (s, 1H), 8.31 (d, J=... Reactants: N[C@H]1[C@@H]2N(C(=C(CS2)CSC2=CC(OC2)=O)C(=O)OC(C2=CC=CC=C2)C2=CC=CC=C2)C1=O (diphenylmethyl 7β-amino-3-(2,5-dihydro-2-oxofuran-4-ylthiomethyl)ceph-3-em-4-carboxylate), C(C1=CC=CC=C1)(C1=CC=CC=C1)(C1=CC=CC=C1)NC=1SC=C(N1)/C(/C(=O)O)=N/OCC(=O)OC(C)(C)C (2-(2-tritylaminothiazol-4-yl)-2-(Z)-(t-butyloxycarbonyl)methoxyiminoacetic acid), CS(=O)(=O)Cl (methanesulphonyl chloride), C(C)(C)N(C(C)C)CC (N,N-diisopropylethylamine). The solvent is N1=CC=CC=C1 (pyridine), CN(C=O)C (dimethylformamide). Run at time 0.5 hour. Yields the product O=C1OCC(=C1)SCC=1CS[C@H]2N(C1C(=O)OC(C1=CC=CC=C1)C1=CC=CC=C1)C([C@H]2NC(\C(=N/OCC(=O)OC(C)(C)C)\C=2N=C(SC2)NC(C2=CC=CC=C2)(C2=CC=CC=C2)C2=CC=CC=C2)=O)=O (Diphenylmethyl 3-(2,5-Dihydro-2-oxofuran-4-ylthiomethyl)-7β-[2-(2-tritylaminothiazol-4-yl)-2-(Z)-(t-butyloxycarbonyl)methoxyiminoacetamido]ceph-3-em-4-carboxylate). Yield: 69.6%. RXN SMILES: [C:1]([NH:20][C:21]1[S:22][CH:23]=[C:24](/[C:26](=[N:30]/[O:31][CH2:32][C:33]([O:35][C:36]([CH3:39])([CH3:38])[CH3:37])=[O:34])/[C:27](O)=[O:28])[N:25]=1)([C:14]1[CH:19]=[CH:18][CH:17]=[CH:16][CH:15]=1)([C:8]1[CH:13]=[CH:12][CH:11]=[CH:10][CH:9]=1)[C:2]1[CH:7]=[CH:6][CH:5]=[CH:4][CH:3]=1.C(N(CC)C(C)C)(C)C.CS(Cl)(=O)=O.[NH2:54][C@@H:55]1[C:86](=[O:87])[N:57]2[C:58]([C:70]([O:72][CH:73]([C:80]3[CH:85]=[CH:84][CH:83]=[CH:82][CH:81]=3)[C:74]3[CH:79]=[CH:78][CH:77]=[CH:76][CH:75]=3)=[O:71])=[C:59]([CH2:62][S:63][C:64]3[CH2:68][O:67][C:66](=[O:69])[CH:65]=3)[CH2:60][S:61][C@H:56]12>CN(C)C=O.N1C=CC=CC=1>[O:69]=[C:66]1[CH:65]=[C:64]([S:63][CH2:62][C:59]2[CH2:60][S:61][C@@H:56]3[C@H:55]([NH:54][C:27](=[O:28])/[C:26](/[C:24]4[N:25]=[C:21]([NH:20][C:1]([C:2]5[CH:3]=[CH:4][CH:5]=[CH:6][CH:7]=5)([C:8]5[CH:9]=[CH:10][CH:11]=[CH:12][CH:13]=5)[C:14]5[CH:19]=[CH:18][CH:17]=[CH:16][CH:15]=5)[S:22][CH:23]=4)=[N:30]\[O:31][CH2:32][C:33]([O:35][C:36]([CH3:38])([CH3:39])[CH3:37])=[O:34])[C:86](=[O:87])[N:57]3[C:58]=2[C:70]([O:72][CH:73]([C:74]2[CH:79]=[CH:78][CH:77]=[CH:76][CH:75]=2)[C:80]2[CH:85]=[CH:84][CH:83]=[CH:82][CH:81]=2)=[O:71])[CH2:68][O:67]1. Procedure details: A stirred solution of 2-(2-tritylaminothiazol-4-yl)-2-(Z)-(t-butyloxycarbonyl)methoxyiminoacetic acid (498 mg) in dimethylformamide (4 ml) was cooled to -55° C. to -60° C. and N,N-diisopropylethylamine (0.157 ml) was added, followed by methanesulphonyl chloride (0.068 ml). The mixture was stirred at the same temperature for 0.5 h and then diphenylmethyl 7β-amino-3-(2,5-dihydro-2-oxofuran-4-ylthiomethyl)ceph-3-em-4-carboxylate (395 mg) and pyridine (0.064 ml) were added. The mixture was then stir...